From a dataset of the Open Reaction Database (ORD), a public repository of structured organic reaction records. describe an organic reaction: reactants, conditions, products, and yield Reactants: FC(C1=CC=C(OC2=CC=3C(=[N+](ON3)[O-])C=C2)C=C1)(F)F (5-(4-trifluoromethylphenoxy)benzo-2,1,3-oxadiazole N-oxide), P(OCC)(OCC)OCC (triethyl phosphite). Run in C(C)O (ethanol). Yields the product FC(C1=CC=C(OC2=CC=3C(=NON3)C=C2)C=C1)(F)F (5-(4-trifluoromethylphenoxy)benzo-2,1,3-oxadiazole). As a reaction SMILES: [F:1][C:2]([F:21])([F:20])[C:3]1[CH:19]=[CH:18][C:6]([O:7][C:8]2[CH:17]=[CH:16][C:11]3=[N+:12]([O-])[O:13][N:14]=[C:10]3[CH:9]=2)=[CH:5][CH:4]=1.P(OCC)(OCC)OCC>C(O)C>[F:21][C:2]([F:1])([F:20])[C:3]1[CH:4]=[CH:5][C:6]([O:7][C:8]2[CH:17]=[CH:16][C:11]3=[N:12][O:13][N:14]=[C:10]3[CH:9]=2)=[CH:18][CH:19]=1. Reported procedure: Following the procedure of Example 2, 5-(4-trifluoromethylphenoxy)benzo-2,1,3-oxadiazole N-oxide (0.7 g) and triethyl phosphite (5 ml) in 75 ml of ethanol are heated under reflux for 2 hours. The reaction is cooled and stripped, and the residue is purified to give 5-(4-trifluoromethylphenoxy)benzo-2,1,3-oxadiazole, m.p. 77°-78°.